From a dataset of the Open Reaction Database (ORD), a public repository of structured organic reaction records. describe an organic reaction: reactants, conditions, products, and yield The product is COCC1(COC)CN(Cc2ccccc2)CCO1. RXN SMILES: [CH3:16][O:17][CH2:18][C:19]1([CH2:22][O:23][CH3:24])[O:20][CH2:21]1.[Na+:27].[OH-:26].[OH2:25].[S:1]([OH:2])([O:3][CH2:5][CH2:6][NH:7][CH2:8][c:9]1[cH:10][cH:11][cH:12][cH:13][cH:14]1)(=[O:4])=[O:15]>>[CH2:5]1[CH2:6][N:7]([CH2:8][c:9]2[cH:10][cH:11][cH:12][cH:13][cH:14]2)[CH2:21][C:19]([CH2:18][O:17][CH3:16])([CH2:22][O:23][CH3:24])[O:20]1. The reactants are COCC1(COC)CO1, [Na+], [OH-], O, O=S(=O)(O)OCCNCc1ccccc1. The reactants are C1N(CCC2=CC=CC=C12)C=1C(=NC2=CC=C(C=C2N1)C(=O)OC)C1=CC=CC=C1 (methyl 3-(3,4-dihydroisoquinolin-2(1H)-yl)-2-phenylquinoxaline-6-carboxylate), [OH-].[Na+] (sodium hydroxide). Run in O (water), CO (methanol). Run at temperature 50 celsius, time 8 hour. Yields the product C1N(CCC2=CC=CC=C12)C=1C(=NC2=CC=C(C=C2N1)C(=O)O)C1=CC=CC=C1 (3-(3,4-dihydroisoquinolin-2(1H)-yl)-2-phenylquinoxaline-6-carboxylic acid). As a reaction SMILES: [CH2:1]1[C:10]2[C:5](=[CH:6][CH:7]=[CH:8][CH:9]=2)[CH2:4][CH2:3][N:2]1[C:11]1[C:12]([C:25]2[CH:30]=[CH:29][CH:28]=[CH:27][CH:26]=2)=[N:13][C:14]2[C:19]([N:20]=1)=[CH:18][C:17]([C:21]([O:23]C)=[O:22])=[CH:16][CH:15]=2.[OH-].[Na+]>CO.O>[CH2:1]1[C:10]2[C:5](=[CH:6][CH:7]=[CH:8][CH:9]=2)[CH2:4][CH2:3][N:2]1[C:11]1[C:12]([C:25]2[CH:26]=[CH:27][CH:28]=[CH:29][CH:30]=2)=[N:13][C:14]2[C:19]([N:20]=1)=[CH:18][C:17]([C:21]([OH:23])=[O:22])=[CH:16][CH:15]=2 |f:1.2|. Reported procedure: Into a 50-mL round-bottom flask, was placed a solution of methyl 3-(3,4-dihydroisoquinolin-2(1H)-yl)-2-phenylquinoxaline-6-carboxylate (110 mg, 0.26 mmol, 1.00 equiv, 95%) in methanol (15 mL). This was followed by the addition of a solution of sodium hydroxide (55.7 mg, 1.39 mmol, 5.00 equiv) in water (1.5 mL) dropwise with stiffing. The resulting solution was stirred for overnight at 50° C. in an oil bath. The resulting solution was concentrated under vacuum. The residue was diluted with water....